Dataset: the Open Reaction Database (ORD), a public repository of structured organic reaction records. Task: describe an organic reaction: reactants, conditions, products, and yield The reactants are CC(C)(C)OC(=O)C(C)(C)Sc1nc(CCOS(C)(=O)=O)cs1, O=C1NC(=O)c2ccccc21, CN(C)C=O, [K], O. Product: CC(C)(C)OC(=O)C(C)(C)Sc1nc(CCN2C(=O)c3ccccc3C2=O)cs1. As a reaction SMILES: [C:1]([CH3:2])([CH3:3])([CH3:4])[O:5][C:6]([C:7]([CH3:8])([S:9][c:10]1[s:11][cH:12][c:13]([CH2:15][CH2:16][O:17][S:18]([CH3:19])(=[O:20])=[O:21])[n:14]1)[CH3:22])=[O:23].[C:24]1(=[O:34])[c:25]2[c:26]([cH:30][cH:31][cH:32][cH:33]2)[C:27](=[O:29])[NH:28]1.[CH3:37][N:38]([CH3:39])[CH:40]=[O:41].[K:35].[OH2:36]>>[C:1]([CH3:2])([CH3:3])([CH3:4])[O:5][C:6]([C:7]([CH3:8])([S:9][c:10]1[s:11][cH:12][c:13]([CH2:15][CH2:16][N:28]2[C:24](=[O:34])[c:25]3[c:26]([cH:30][cH:31][cH:32][cH:33]3)[C:27]2=[O:29])[n:14]1)[CH3:22])=[O:23].